The task is: describe an organic reaction: reactants, conditions, products, and yield. This data is from the Open Reaction Database (ORD), a public repository of structured organic reaction records. The reactants are CCc1nc(C=O)c2n1CCN(C(=O)OC(C)(C)C)C2CCc1ccc(C(F)(F)F)cc1, C1CCOC1, CC(C)C[AlH]CC(C)C, Cc1ccccc1. Product: CCc1nc(CO)c2n1CCN(C(=O)OC(C)(C)C)C2CCc1ccc(C(F)(F)F)cc1. Reaction SMILES: [C:1]([CH3:2])([CH3:3])([CH3:4])[O:5][C:6](=[O:7])[N:8]1[CH:9]([CH2:21][CH2:22][c:23]2[cH:24][cH:25][c:26]([C:29]([F:30])([F:31])[F:32])[cH:27][cH:28]2)[c:10]2[n:11]([c:14]([CH2:19][CH3:20])[n:15][c:16]2[CH:17]=[O:18])[CH2:12][CH2:13]1.[CH2:42]1[O:43][CH2:44][CH2:45][CH2:46]1.[CH3:33][CH:34]([CH2:35][AlH:36][CH2:37][CH:38]([CH3:39])[CH3:40])[CH3:41].[CH3:47][c:48]1[cH:49][cH:50][cH:51][cH:52][cH:53]1>>[C:1]([CH3:2])([CH3:3])([CH3:4])[O:5][C:6](=[O:7])[N:8]1[CH:9]([CH2:21][CH2:22][c:23]2[cH:24][cH:25][c:26]([C:29]([F:30])([F:31])[F:32])[cH:27][cH:28]2)[c:10]2[n:11]([c:14]([CH2:19][CH3:20])[n:15][c:16]2[CH2:17][OH:18])[CH2:12][CH2:13]1.